This data is from the Open Reaction Database (ORD), a public repository of structured organic reaction records. The task is: describe an organic reaction: reactants, conditions, products, and yield Starting materials: BrB(Br)Br, ClCCl, CCSCC(O)(C(Nc1cccc2nc(C)ccc12)c1ccc(F)c(OC)c1F)C(F)(F)F. Yields the product CCSCC(O)(C(Nc1cccc2nc(C)ccc12)c1ccc(F)c(O)c1F)C(F)(F)F. RXN SMILES: [B:34]([Br:35])([Br:36])[Br:37].[Cl:38][CH2:39][Cl:40].[F:1][c:2]1[c:3]([CH:11]([C:12]([OH:13])([C:14]([F:15])([F:16])[F:17])[CH2:18][S:19][CH2:20][CH3:21])[NH:22][c:23]2[c:24]3[cH:25][cH:26][c:27]([CH3:33])[n:28][c:29]3[cH:30][cH:31][cH:32]2)[cH:4][cH:5][c:6]([F:10])[c:7]1[O:8][CH3:9]>>[F:1][c:2]1[c:3]([CH:11]([C:12]([OH:13])([C:14]([F:15])([F:16])[F:17])[CH2:18][S:19][CH2:20][CH3:21])[NH:22][c:23]2[c:24]3[cH:25][cH:26][c:27]([CH3:33])[n:28][c:29]3[cH:30][cH:31][cH:32]2)[cH:4][cH:5][c:6]([F:10])[c:7]1[OH:8]. Starting materials: C(C)(=O)OCC([C@]1([C@H](C[C@H]2[C@@H]3C[C@@H](C4=CC(C=C[C@]4(C)[C@]3([C@H](C[C@]12C)O)Br)=O)C)C)OCOCC)=O (21-acetoxy-9α-bromo-17α-ethoxymethoxy-11β-hydroxy-6α,16β-dimethyl-1,4-pregnadiene-3,20-dione), C(CCC)[SnH](CCCC)CCCC (tributyltin hydride). Yields the product C(C)(=O)OCC([C@]1([C@H](C[C@H]2[C@@H]3C[C@@H](C4=CC(C=C[C@]4(C)[C@H]3[C@H](C[C@]12C)O)=O)C)C)OCOCC)=O (21-acetoxy-17α-ethoxymethoxy-11β-hydroxy-6α,16β-dimethyl-1,4-pregnadiene-3,20-dione). Yield: 68.6%. As a reaction SMILES: [C:1]([O:4][CH2:5][C:6](=[O:36])[C@:7]1([O:31][CH2:32][O:33][CH2:34][CH3:35])[C@:24]2([CH3:25])[C@H:10]([C@H:11]3[C@:21](Br)([C@@H:22]([OH:26])[CH2:23]2)[C@:19]2([CH3:20])[C:14](=[CH:15][C:16](=[O:28])[CH:17]=[CH:18]2)[C@@H:13]([CH3:29])[CH2:12]3)[CH2:9][C@@H:8]1[CH3:30])(=[O:3])[CH3:2].C([SnH](CCCC)CCCC)CCC>>[C:1]([O:4][CH2:5][C:6](=[O:36])[C@:7]1([O:31][CH2:32][O:33][CH2:34][CH3:35])[C@:24]2([CH3:25])[C@H:10]([C@H:11]3[C@H:21]([C@@H:22]([OH:26])[CH2:23]2)[C@:19]2([CH3:20])[C:14](=[CH:15][C:16](=[O:28])[CH:17]=[CH:18]2)[C@@H:13]([CH3:29])[CH2:12]3)[CH2:9][C@@H:8]1[CH3:30])(=[O:3])[CH3:2]. Reported procedure: Analogously to Example 1(G), 2.2 g of 21-acetoxy-9α-bromo-17α-ethoxymethoxy-11β-hydroxy-6α,16β-dimethyl-1,4-pregnadiene-3,20-dione is dehalogenated with tributyltin hydride, worked up, and purified, thus obtaining 1.3 g of 21-acetoxy-17α-ethoxymethoxy-11β-hydroxy-6α,16β-dimethyl-1,4-pregnadiene-3,20-dione, mp 137°-139° C. The reactants are CCOC(=O)CBr, C1CCOC1, CC(C)(C)OC(=O)N1CC(C)(c2cc(F)cc(F)c2)NC(=O)C12CCCCC2, [H-], [Na+], [Na+], O=C([O-])O. Yields the product CCOC(=O)CN1C(=O)C2(CCCCC2)N(C(=O)OC(C)(C)C)CC1(C)c1cc(F)cc(F)c1. As a reaction SMILES: [Br:31][CH2:32][C:33](=[O:34])[O:35][CH2:36][CH3:37].[CH2:43]1[O:44][CH2:45][CH2:46][CH2:47]1.[F:1][c:2]1[cH:3][c:4]([C:9]2([CH3:28])[CH2:10][N:11]([C:21](=[O:22])[O:23][C:24]([CH3:25])([CH3:26])[CH3:27])[C:12]3([C:13](=[O:15])[NH:14]2)[CH2:16][CH2:17][CH2:18][CH2:19][CH2:20]3)[cH:5][c:6]([F:8])[cH:7]1.[H-:30].[Na+:29].[Na+:42].[O-:38][C:39]([OH:40])=[O:41]>>[F:1][c:2]1[cH:3][c:4]([C:9]2([CH3:28])[CH2:10][N:11]([C:21](=[O:22])[O:23][C:24]([CH3:25])([CH3:26])[CH3:27])[C:12]3([C:13](=[O:15])[N:14]2[CH2:32][C:33](=[O:34])[O:35][CH2:36][CH3:37])[CH2:16][CH2:17][CH2:18][CH2:19][CH2:20]3)[cH:5][c:6]([F:8])[cH:7]1. Starting materials: C(C)(=O)OC=1C=C2C(CC(OC2=CC1C(CC(C)(C)C)(C)C)(C)COC1=CC=C(CC2C(NC(S2)=N)=O)C=C1)=O (5-{4-[6-acetoxy-2-methyl-4-oxo-7-(1,1,3,3-tetramethylbutyl) chroman-2-ylmethoxy]-benzyl}-2-iminothiazolidin-4-one), Cl (hydrochloric acid), COCCO (ethylene glycol monomethyl ether). The solvent is O (water). The product is OC=1C=C2C(CC(OC2=CC1C(CC(C)(C)C)(C)C)(C)COC1=CC=C(CC2C(NC(S2)=O)=O)C=C1)=O (5-{4-[6-Hydroxy-2-methyl-4-oxo-7-(1,1,3,3-tetramethylbutyl)chroman-2-ylmethoxy]benzyl}thiazolidine-2,4-dione). RXN SMILES: C([O:4][C:5]1[CH:6]=[C:7]2[C:12](=[CH:13][C:14]=1[C:15]([CH3:22])([CH3:21])[CH2:16][C:17]([CH3:20])([CH3:19])[CH3:18])[O:11][C:10]([CH2:24][O:25][C:26]1[CH:39]=[CH:38][C:29]([CH2:30][CH:31]3[S:35][C:34](=N)[NH:33][C:32]3=[O:37])=[CH:28][CH:27]=1)([CH3:23])[CH2:9][C:8]2=[O:40])(=O)C.Cl.C[O:43]CCO>O>[OH:4][C:5]1[CH:6]=[C:7]2[C:12](=[CH:13][C:14]=1[C:15]([CH3:21])([CH3:22])[CH2:16][C:17]([CH3:19])([CH3:18])[CH3:20])[O:11][C:10]([CH2:24][O:25][C:26]1[CH:39]=[CH:38][C:29]([CH2:30][CH:31]3[S:35][C:34](=[O:43])[NH:33][C:32]3=[O:37])=[CH:28][CH:27]=1)([CH3:23])[CH2:9][C:8]2=[O:40]. Procedure details: A mixture of 5.2 g of 5-{4-[6-acetoxy-2-methyl-4-oxo-7-(1,1,3,3-tetramethylbutyl) chroman-2-ylmethoxy]-benzyl}-2-iminothiazolidin-4-one prepared as described in Preparation 26), 16 ml of 2N hydrochloric acid and 25 ml of ethylene glycol monomethyl ether was heated for 6 hours at 85°-90° C. under a nitrogen atmosphere. The reaction mixture was then poured into water and extracted with benzene. The benzene extract was washed with water and dried over anhydrous sodium sulfate. The solvent was disti... Reactants: C(C)(C)(C)C1=C(C(=CC=C1)C(C)(C)C)O (2,6-di-tert-butylphenol), [N+](=O)([O-])C1=CC=C(C=O)C=C1 (4-nitrobenzaldehyde), N1CCCCC1 (piperidine). Solvent: C(CCC)O (n-butanol). Yields the product C(C)(C)(C)C1=C(C(=CC(=C1)C(C1=CC=C(C=C1)[N+](=O)[O-])N1CCCCC1)C(C)(C)C)O (2,6-Di-tert-butyl-4-[4-nitro-α-(piperidin-1-yl)benzyl]phenol). The yield is 23.6%. Reaction SMILES: [C:1]([C:5]1[CH:10]=[CH:9][CH:8]=[C:7]([C:11]([CH3:14])([CH3:13])[CH3:12])[C:6]=1[OH:15])([CH3:4])([CH3:3])[CH3:2].[N+:16]([C:19]1[CH:26]=[CH:25][C:22]([CH:23]=O)=[CH:21][CH:20]=1)([O-:18])=[O:17].[NH:27]1[CH2:32][CH2:31][CH2:30][CH2:29][CH2:28]1>C(O)CCC>[C:11]([C:7]1[CH:8]=[C:9]([CH:23]([N:27]2[CH2:32][CH2:31][CH2:30][CH2:29][CH2:28]2)[C:22]2[CH:25]=[CH:26][C:19]([N+:16]([O-:18])=[O:17])=[CH:20][CH:21]=2)[CH:10]=[C:5]([C:1]([CH3:4])([CH3:3])[CH3:2])[C:6]=1[OH:15])([CH3:14])([CH3:13])[CH3:12]. Procedure: A mixture of 2.1 g (0.01 mol) of 2,6-di-tert-butylphenol, 1.51 g (0.01 mol) of 4-nitrobenzaldehyde and 0.9 g (0.0105 mol) of piperidine is refluxed under nitrogen in 15 ml n-butanol for 24 hours. The solution is then evaporated in vacuo. The residue is then chromatographed on silica gel with hexane:ethyl acetate (4:1 ). The pure fractions are recrystallized from acetonitrile to give 1.0 g of the title compound as pale yellow crystals, melting at 147° -148° C. The reactants are C(C)OC([C@H](CC1=CC=C(C=C1)OCC(=O)OC(C)(C)C)OC)=O ((2S)-3-(4-tert-butoxycarbonylmethoxy-phenyl)-2-methoxy-propionic acid ethyl ester), FC(C(=O)O)(F)F (trifluoroacetic acid). Run in ClCCl (dichloromethane). The product is C(C)OC([C@H](CC1=CC=C(C=C1)OCC(=O)O)OC)=O ((2S)-3-(4-carboxymethoxy-phenyl)-2-methoxy-propionic acid ethyl ester). Reaction SMILES: [CH2:1]([O:3][C:4](=[O:24])[C@@H:5]([O:22][CH3:23])[CH2:6][C:7]1[CH:12]=[CH:11][C:10]([O:13][CH2:14][C:15]([O:17]C(C)(C)C)=[O:16])=[CH:9][CH:8]=1)[CH3:2].FC(F)(F)C(O)=O>ClCCl>[CH2:1]([O:3][C:4](=[O:24])[C@@H:5]([O:22][CH3:23])[CH2:6][C:7]1[CH:12]=[CH:11][C:10]([O:13][CH2:14][C:15]([OH:17])=[O:16])=[CH:9][CH:8]=1)[CH3:2]. Procedure: The compound of (2S)-3-(4-tert-butoxycarbonylmethoxy-phenyl)-2-methoxy-propionic acid ethyl ester (PREPARATION 3, step 1) (1.2 gr, 3.5 mmol) was solved in dichloromethane (5 ml) and trifluoroacetic acid was added (5 ml). The mixture was stirred for an hour, and the crude was concentrated to afford a yellow oil. 1H-NMR (CDCl3, 200.15 MHz): 7.16 (d, 2H, J=8.3), 6.75 (d, 2H, J=8.3), 4.89 (s, 2H), 4.14 (c, 2H, J=6.9), 3.94 (t, 1H, J=6.9), 3.57 (dc, 1H), 3.35 (dc, 1H), 2.92 (d, 2H, J=6.9), 1.23-1.10 ... The reactants are C(C)(C)(CC(C)(C)C)C1=CC=C(C(C(=O)OC)=C1)O (methyl 5-t-octylsalicylate), ClCCOCCOCCOC1OCCCC1 (2-(2-[2-(2-chloroethoxy)ethoxy]ethoxy)tetrahydropyran), C([O-])([O-])=O.[K+].[K+] (potassium carbonate), CN(C=O)C (N,N-dimethylformamide). Solvent: CCOCC (ether). Run at temperature 140 celsius. Product: O1C(CCCC1)OCCOCCOCCOC1(C(C(=O)OC)C=C(C=C1)CCCCCCCC)O (methyl 2-(2-[2-(2-[2-tetrahydropyranyloxy]ethoxy)ethoxy]ethoxy)-5-octylsalicylate). RXN SMILES: [C:1]([C:9]1[CH:18]=[C:13]([C:14]([O:16][CH3:17])=[O:15])[C:12]([OH:19])=[CH:11][CH:10]=1)([CH2:4][C:5]([CH3:8])(C)C)(C)C.ClC[CH2:22][O:23][CH2:24][CH2:25][O:26][CH2:27][CH2:28][O:29][CH:30]1[CH2:35][CH2:34][CH2:33][CH2:32][O:31]1.C(=O)([O-])[O-].[K+].[K+].CN(C)[CH:44]=[O:45]>CCOCC>[O:31]1[CH2:32][CH2:33][CH2:34][CH2:35][CH:30]1[O:29][CH2:28][CH2:27][O:26][CH2:25][CH2:24][O:23][CH2:22][CH2:44][O:45][C:12]1([OH:19])[CH:11]=[CH:10][C:9]([CH2:1][CH2:4][CH2:5][CH2:8][CH2:9][CH2:1][CH2:4][CH3:5])=[CH:18][CH:13]1[C:14]([O:16][CH3:17])=[O:15] |f:2.3.4|. Procedure details: A mixture of methyl 5-t-octylsalicylate (37.7 g, 0.143 mole), 2-(2-[2-(2-chloroethoxy)ethoxy]ethoxy)tetrahydropyran (54 g, 0.124 mole), potassium carbonate (28 g, 0.217 mole) and N,N-dimethylformamide (250 ml) was heated at 140° C., under nitrogen, for 18 hours, with stirring. The mixture was cooled, diluted with ether, and then washed liberally with saturated sodium chloride solution. The ethereal solution was dried (MgSO4) and evaporated in vacuo to give an oil, which was chromatographed on si... Reactants: N1C(=O)CCC2=CC=CC=C12 (3,4-dihydrocarbostyril), C(C1=CC=CC=C1)(=O)Cl (benzoyl chloride), [Cl-].[Al+3].[Cl-].[Cl-] (aluminum chloride). The solvent is C(=S)=S (carbon disulfide). Yields the product C(C1=CC=CC=C1)(=O)C=1C=C2CCC(NC2=CC1)=O (6-benzoyl-3,4-dihydrocarbostyril). Reaction SMILES: [NH:1]1[C:11]2[C:6](=[CH:7][CH:8]=[CH:9][CH:10]=2)[CH2:5][CH2:4][C:2]1=[O:3].[C:12](Cl)(=[O:19])[C:13]1[CH:18]=[CH:17][CH:16]=[CH:15][CH:14]=1.[Cl-].[Al+3].[Cl-].[Cl-]>C(=S)=S>[C:12]([C:8]1[CH:7]=[C:6]2[C:11](=[CH:10][CH:9]=1)[NH:1][C:2](=[O:3])[CH2:4][CH2:5]2)(=[O:19])[C:13]1[CH:18]=[CH:17][CH:16]=[CH:15][CH:14]=1 |f:2.3.4.5|. Procedure: A mixture of 2.2 g of 3,4-dihydrocarbostyril, 3.21 g of benzoyl chloride and 13 g of aluminum chloride in 50 ml of carbon disulfide was refluxed for 2 days. The reaction mixture was poured onto ice water and the resulting solid filtered off, washed with water and dried under reduced pressure to yield 6-benzoyl-3,4-dihydrocarbostyril, m.p. 205°-207° C. Yields the product NC1=C(N(C2=CC(=CC=C12)Cl)C(=O)OCC)C(=O)C1=NC=CC=C1C (3-Amino-6-chloro-1-ethoxycarbonyl-2-(3-methylpyridine-2-carbonyl)indole). Reaction SMILES: [Cl:1][C:2]1[CH:9]=[CH:8][C:5]([C:6]#[N:7])=[C:4]([NH:10][C:11]([O:13][CH2:14][CH3:15])=[O:12])[CH:3]=1.Br[CH2:17][C:18]([C:20]1[C:25]([CH3:26])=[CH:24][CH:23]=[CH:22][N:21]=1)=[O:19]>>[NH2:7][C:6]1[C:5]2[C:4](=[CH:3][C:2]([Cl:1])=[CH:9][CH:8]=2)[N:10]([C:11]([O:13][CH2:14][CH3:15])=[O:12])[C:17]=1[C:18]([C:20]1[C:25]([CH3:26])=[CH:24][CH:23]=[CH:22][N:21]=1)=[O:19]. Procedure details: The title compound was prepared according to the procedure described in step 2 of Example 1 from 4-chloro-2-(ethoxycarbonylamino)benzonitrile (Example 1, step 1) and 2-bromoacetyl-3-methylpyridine (step 1). 1H-NMR (CDCl3) δ: 8.36 (1 H, dd, J=1.1, 4.8 Hz), 8.14 (1 H, d, J=1.8 Hz), 7.64 (1 H, ddd, J=0.7, 1.5, 7.0 Hz), 7.51 (1 H, dd, J=0.7, 8.4 Hz), 7.24 (1 H, d, J=1.8, 8.8 Hz), 7.22 (1 H, d, J=7.7 Hz), 6.05 (2 H, br s), 3.78 (2 H, q, J=7.3 Hz), 2.63 (3 H, s), 1.01 (3 H, t, J=7.3 Hz). Starting materials: ClC1=CC(=C(C#N)C=C1)NC(=O)OCC (4-chloro-2-(ethoxycarbonylamino)benzonitrile), BrCC(=O)C1=NC=CC=C1C (2-Bromoacetyl-3-methylpyridine).